This data is from the Open Reaction Database (ORD), a public repository of structured organic reaction records. The task is: describe an organic reaction: reactants, conditions, products, and yield The reactants are BrC1=C(NC2=NC=C(N=C21)CCC2=CC(=CC(=C2)OC)OC)C2=CC=C(C=C2)N2CCN(CC2)C (7-bromo-2-[2-(3,5-dimethoxyphenyl)ethyl]-6-[4-(4-methylpiperazin-1-yl)phenyl]-5H-pyrrolo[2,3-b]pyrazine), C[Zn]C (dimethylzinc). Reagents/catalysts: C1=CC=C(C=C1)P([C-]2C=CC=C2)C3=CC=CC=C3.C1=CC=C(C=C1)P([C-]2C=CC=C2)C3=CC=CC=C3.Cl[Pd]Cl.[Fe+2] (Pd(dppf)Cl2). Solvent: O1CCOCC1 (1,4-dioxane). Reaction conditions: temperature 90 celsius, time 4 hour. The product is COC=1C=C(C=C(C1)OC)CCC=1N=C2C(=NC1)NC(=C2C)C2=CC=C(C=C2)N2CCN(CC2)C (2-[2-(3,5-dimethoxyphenyl)ethyl]-7-methyl-6-[4-(4-methylpiperazin-1-yl)phenyl]-5H-pyrrolo[2,3-b]pyrazine). Yield: 23.9%. As a reaction SMILES: Br[C:2]1[C:10]2[C:5](=[N:6][CH:7]=[C:8]([CH2:11][CH2:12][C:13]3[CH:18]=[C:17]([O:19][CH3:20])[CH:16]=[C:15]([O:21][CH3:22])[CH:14]=3)[N:9]=2)[NH:4][C:3]=1[C:23]1[CH:28]=[CH:27][C:26]([N:29]2[CH2:34][CH2:33][N:32]([CH3:35])[CH2:31][CH2:30]2)=[CH:25][CH:24]=1.[CH3:36][Zn]C>O1CCOCC1.C1C=CC(P(C2C=CC=CC=2)[C-]2C=CC=C2)=CC=1.C1C=CC(P(C2C=CC=CC=2)[C-]2C=CC=C2)=CC=1.Cl[Pd]Cl.[Fe+2]>[CH3:22][O:21][C:15]1[CH:14]=[C:13]([CH2:12][CH2:11][C:8]2[N:9]=[C:10]3[C:2]([CH3:36])=[C:3]([C:23]4[CH:28]=[CH:27][C:26]([N:29]5[CH2:34][CH2:33][N:32]([CH3:35])[CH2:31][CH2:30]5)=[CH:25][CH:24]=4)[NH:4][C:5]3=[N:6][CH:7]=2)[CH:18]=[C:17]([O:19][CH3:20])[CH:16]=1 |f:3.4.5.6|. Reported procedure: To a stirred solution of 7-bromo-2-[2-(3,5-dimethoxyphenyl)ethyl]-6-[4-(4-methylpiperazin-1-yl)phenyl]-5H-pyrrolo[2,3-b]pyrazine (from Example 46, 20.0 mg, 37.3 μmol) and Pd(dppf)Cl2 (2.7 mg, 3.7 μmol) in 1,4-dioxane (0.8 mL), dimethylzinc (2.0 M in toluene, 47 μL, 94.0 μmol) was added at ambient temperature. The reaction mixture was then warmed up to 90° C. After 4 hours, the volatiles were removed and the residue was purified on RP-HPLC (XBridge C18 column, eluting with a gradient of acetonitr... Reaction SMILES: [CH3:1][O:2][c:3]1[cH:4][cH:5][c:6]2[c:7]([N:12]3[C:13](=[O:22])[c:14]4[cH:15][cH:16][cH:17][cH:18][c:19]4[C:20]3=[O:21])[n:8][nH:9][c:10]2[cH:11]1.[CH3:24][CH2:25][O:26][C:27](=[O:28])[CH3:29].[ClH:23]>>[OH:2][c:3]1[cH:4][cH:5][c:6]2[c:7]([N:12]3[C:13](=[O:22])[c:14]4[cH:15][cH:16][cH:17][cH:18][c:19]4[C:20]3=[O:21])[n:8][nH:9][c:10]2[cH:11]1. Yields the product O=C1c2ccccc2C(=O)N1c1n[nH]c2cc(O)ccc12. Reactants: COc1ccc2c(N3C(=O)c4ccccc4C3=O)n[nH]c2c1, CCOC(C)=O, Cl. Reactants: C(C)(=O)Cl (acetyl chloride), C(#N)C1(NN=C(C2=C(C1)C=C1C(=C2)OCO1)C1=CC(=C(C=C1)[N+](=O)[O-])C)C ((±)-8-cyano-7,8-dihydro-8-methyl-5-(3-methyl-4-nitro-phenyl)-9H-1,3-dioxolo[4,5-h][2,3]benzodiazepine). The product is C(C)(=O)N1N=C(C2=C(CC1(C)C#N)C=C1C(=C2)OCO1)C1=CC(=C(C=C1)[N+](=O)[O-])C ((±)-7-acetyl-8-cyano-7, 8-dihydro-8-methyl-5-(3-methyl-4-nitro-phenyl)-9H-1,3-dioxolo[4,5-h][2,3]benzodiazepine). Yield: 67.0%. Reaction SMILES: [C:1](Cl)(=[O:3])[CH3:2].[C:5]([C:7]1([CH3:31])[CH2:13][C:12]2[CH:14]=[C:15]3[O:20][CH2:19][O:18][C:16]3=[CH:17][C:11]=2[C:10]([C:21]2[CH:26]=[CH:25][C:24]([N+:27]([O-:29])=[O:28])=[C:23]([CH3:30])[CH:22]=2)=[N:9][NH:8]1)#[N:6]>>[C:1]([N:8]1[C:7]([C:5]#[N:6])([CH3:31])[CH2:13][C:12]2[CH:14]=[C:15]3[O:20][CH2:19][O:18][C:16]3=[CH:17][C:11]=2[C:10]([C:21]2[CH:26]=[CH:25][C:24]([N+:27]([O-:29])=[O:28])=[C:23]([CH3:30])[CH:22]=2)=[N:9]1)(=[O:3])[CH3:2]. Procedure: To 60 ml of acetyl chloride 9.11 g (25.0 millimoles) of (±)-8-cyano-7,8-dihydro-8-methyl-5-(3-methyl-4-nitro-phenyl)-9H-1,3-dioxolo[4,5-h][2,3]benzodiazepine are added at 15° C. under stirring. The suspension formed turns into a solution within 5 minutes, but after a further period of 5 minutes a suspension is re-formed. The reaction mixture is stirred at 25° C. for 6 days, whereupon it is evaporated in vacuo. To the residue 90 ml of water are added and the mixture is stirred under cooling with ... Reactants: ClC1=C(C=C(C=C1)S(=O)(=O)NC=1C(=NC=C(C1)Cl)C(=O)NN)C(F)(F)F (4-Chloro-N-(5-chloro-2-hydrazinocarbonyl-pyridin-3-yl)-3-trifluoromethyl-benzenesulfonamide), COC(OC)OC (trimethylorthoformate), C(C)#N (acetonitrile), C(C)OC(CC(C)N)=O (3-Amino-butyric acid ethyl ester). Run in C(C)(=O)O (acetic acid). Conditions: temperature 120 celsius, time 2 hour. The product is C(C)OC(CC(C)N1C(=NN=C1)C1=NC=C(C=C1NS(=O)(=O)C1=CC(=C(C=C1)Cl)C(F)(F)F)Cl)=O (3-{3-[5-Chloro-3-(4-chloro-3-trifluoromethyl-benzenesulfonylamino)-pyridin-2-yl]-[1,2,4]triazol-4-yl}-butyric acid ethyl ester). Reaction SMILES: [Cl:1][C:2]1[CH:7]=[CH:6][C:5]([S:8]([NH:11][C:12]2[C:13]([C:19]([NH:21][NH2:22])=O)=[N:14][CH:15]=[C:16]([Cl:18])[CH:17]=2)(=[O:10])=[O:9])=[CH:4][C:3]=1[C:23]([F:26])([F:25])[F:24].[CH3:27]OC(OC)OC.C(#N)C.[CH2:37]([O:39][C:40](=[O:45])[CH2:41][CH:42]([NH2:44])[CH3:43])[CH3:38]>C(O)(=O)C>[CH2:37]([O:39][C:40](=[O:45])[CH2:41][CH:42]([N:44]1[CH:27]=[N:22][N:21]=[C:19]1[C:13]1[C:12]([NH:11][S:8]([C:5]2[CH:6]=[CH:7][C:2]([Cl:1])=[C:3]([C:23]([F:24])([F:25])[F:26])[CH:4]=2)(=[O:9])=[O:10])=[CH:17][C:16]([Cl:18])=[CH:15][N:14]=1)[CH3:43])[CH3:38]. Procedure details: A mixture of 4-Chloro-N-(5-chloro-2-hydrazinocarbonyl-pyridin-3-yl)-3-trifluoromethyl-benzenesulfonamide (42.8 mg, 0.10 mmol), trimethylorthoformate (53 mg, 0.50 mmol), acetonitrile (1.5 mL), 3-Amino-butyric acid ethyl ester (131 mg, 1.0 mmol) and acetic acid (0.2 mL) was stirred at 120° C. for 2 hours. After evaporation of solvent under reduced pressure, the residue was further purified through automated normal-phase chromatography and dried (Lyophilizer) to afford title compound. MS (ES) [M+H]... Product: Cl.C(C)N1C(CCC1)CNC(=O)C1=CC(=CC=2CC(OC21)C)S(NC)(=O)=O (N-(1-ethyl-2-pyrrolidinylmethyl)-2-methyl-5-methylsulfamoyl-2,3-dihydrobenzofuran-7-carboxamide hydrochloride). Conditions: time 15 hour. Reported procedure: 2-Methyl-5-methylsulfamoyl-2,3-dihydrobenzofuran-7-carboxylic acid, 5.0 g, is dissolved in a mixed solvent of 50 ml of dimethylformamide and 50 ml of acetone, 5.7 ml of triethylamine is added and the solution is stirred. Under cooling at 15°-18° C. 2.1 g of ethyl chlorocarbonate is added dropwise for 10 minutes. After stirring at room temperature for 40-45 minutes, 3.0 g of 1-ethyl-2-aminomethylpyrrolidine is added. The reactant is stirred at room temperature for 20 minutes and allowed to stand ... RXN SMILES: [CH3:1][CH:2]1[CH2:6][C:5]2[CH:7]=[C:8]([S:14](=[O:18])(=[O:17])[NH:15][CH3:16])[CH:9]=[C:10]([C:11]([OH:13])=O)[C:4]=2[O:3]1.C([Cl:24])(=O)OCC.[CH2:25]([N:27]1[CH2:31][CH2:30][CH2:29][CH:28]1[CH2:32][NH2:33])[CH3:26].Cl>CN(C)C=O.CC(C)=O.C(N(CC)CC)C.C(Cl)(Cl)Cl>[ClH:24].[CH2:25]([N:27]1[CH2:31][CH2:30][CH2:29][CH:28]1[CH2:32][NH:33][C:11]([C:10]1[C:4]2[O:3][CH:2]([CH3:1])[CH2:6][C:5]=2[CH:7]=[C:8]([S:14](=[O:18])(=[O:17])[NH:15][CH3:16])[CH:9]=1)=[O:13])[CH3:26] |f:8.9|. Starting materials: Cl (hydrochloric acid), C(OCC)(=O)Cl (ethyl chlorocarbonate), CC1OC2=C(C1)C=C(C=C2C(=O)O)S(NC)(=O)=O (2-Methyl-5-methylsulfamoyl-2,3-dihydrobenzofuran-7-carboxylic acid), C(C)N1C(CCC1)CN (1-ethyl-2-aminomethylpyrrolidine). The solvent is C(Cl)(Cl)Cl (chloroform), CN(C=O)C (dimethylformamide), CC(=O)C (acetone), C(C)N(CC)CC (triethylamine). Reactants: CC(C(=O)OC)(C)NCC1=C(C=NC2=CC=C(C=C12)OC)Cl (methyl 2-methyl-2-[(3-chloro-6-methoxyquinol-4-ylmethyl)amino]propanoate), FC(OC1=CC=C(C=C1)N=C=O)(F)F (4-(trifluoromethoxy)phenyl isocyanate). Product: CC1(C(N(C(N1CC1=C(C=NC2=CC=C(C=C12)OC)Cl)=O)C1=CC=C(C=C1)OC(F)(F)F)=O)C (5,5-dimethyl-1-(3-chloro-6-methoxyquinol-4-ylmethyl)-3-(4-trifluoromethoxyphenyl)imidazolidine-2,4-dione). RXN SMILES: [CH3:1][C:2]([NH:8][CH2:9][C:10]1[C:19]2[C:14](=[CH:15][CH:16]=[C:17]([O:20][CH3:21])[CH:18]=2)[N:13]=[CH:12][C:11]=1[Cl:22])([CH3:7])[C:3]([O:5]C)=O.[F:23][C:24]([F:36])([F:35])[O:25][C:26]1[CH:31]=[CH:30][C:29]([N:32]=[C:33]=[O:34])=[CH:28][CH:27]=1>>[CH3:7][C:2]1([CH3:1])[N:8]([CH2:9][C:10]2[C:19]3[C:14](=[CH:15][CH:16]=[C:17]([O:20][CH3:21])[CH:18]=3)[N:13]=[CH:12][C:11]=2[Cl:22])[C:33](=[O:34])[N:32]([C:29]2[CH:28]=[CH:27][C:26]([O:25][C:24]([F:23])([F:35])[F:36])=[CH:31][CH:30]=2)[C:3]1=[O:5]. Reported procedure: The product is prepared according to the procedure described in Example 59, starting with 180 mg of methyl 2-methyl-2-[(3-chloro-6-methoxyquinol-4-ylmethyl)amino]propanoate instead of methyl 2-methyl-2-[(quinol-4-ylmethyl)amino]propanoate used in Example 59 and 267 mg of 4-(trifluoromethoxy)phenyl isocyanate. After purification by flash chromatography on a column (SiO2, 80/20 cyclohexane/EtOAc by volume as eluent, Ar), 137 mg of the expected product are obtained. Reactants: C(CCC)NC=1C=C(C=NC1)C(OCCC)=NC#N (propyl 5-n-butylamino-N-cyano-3-pyridinecarboximidate), ClC1=C(C=CC=C1)CCN (2-(2-chlorophenyl)ethylamine). The solvent is CO (methanol). Reaction conditions: time 2 hour. Yields the product C(CCC)NC=1C=C(C=NC1)C(NC#N)=NCCC1=C(C=CC=C1)Cl (5-n-butylamino-N-cyano-N'-[2-(2-chlorophenyl)ethyl]-3-pyridinecarboximidamide). Isolated yield 65.8%. RXN SMILES: [CH2:1]([NH:5][C:6]1[CH:7]=[C:8]([C:12](=[N:17][C:18]#[N:19])OCCC)[CH:9]=[N:10][CH:11]=1)[CH2:2][CH2:3][CH3:4].[Cl:20][C:21]1[CH:26]=[CH:25][CH:24]=[CH:23][C:22]=1[CH2:27][CH2:28][NH2:29]>CO>[CH2:1]([NH:5][C:6]1[CH:7]=[C:8]([C:12](=[N:29][CH2:28][CH2:27][C:22]2[CH:23]=[CH:24][CH:25]=[CH:26][C:21]=2[Cl:20])[NH:17][C:18]#[N:19])[CH:9]=[N:10][CH:11]=1)[CH2:2][CH2:3][CH3:4]. Procedure details: To a solution of propyl 5-n-butylamino-N-cyano-3-pyridinecarboximidate (99 mg, 0.38 mmol) in methanol (2 ml) was added 2-(2-chlorophenyl)ethylamine (71 mg, 0.46 mmol), and the mixture was stirred for 2 hours. After the reaction was completed, the reaction mixture was concentrated under reduced pressure and the residue obtained was purified by silica gel column chromatography (Wako Gel C-200, 30 g; eluted with chloroform:methanol=200:1) and further crystallized from diethyl ether to give the titl...